Dataset: the Open Reaction Database (ORD), a public repository of structured organic reaction records. Task: describe an organic reaction: reactants, conditions, products, and yield Reaction SMILES: [Br:1][C:2]1[CH:7]=[C:6]([O:8][CH3:9])[C:5]([O:10][CH3:11])=[CH:4][C:3]=1[CH2:12]O.[ClH:14]>>[Br:1][C:2]1[CH:7]=[C:6]([O:8][CH3:9])[C:5]([O:10][CH3:11])=[CH:4][C:3]=1[CH2:12][Cl:14]. Yields the product BrC1=C(C=C(C(=C1)OC)OC)CCl (1-bromo-2-chloromethyl-4,5-dimethoxy-benzene). Reactants: BrC1=C(C=C(C(=C1)OC)OC)CO ((2-Bromo-4,5-dimethoxy-phenyl)-methanol), Cl (HCl). Procedure: (2-Bromo-4,5-dimethoxy-phenyl)-methanol (25.09 g, 0.1015 mol) was added as a solid to a vigorously stirred solution of concentrated aqueous HCl (75 mL). The resulting white suspension was stirred at room temperature for 30 min. The resulting mixture was then extracted with CH2Cl2 (3×) and the combined extracts dried over MgSO4, filtered and concentrated in vacuo to yield 1-bromo-2-chloromethyl-4,5-dimethoxy-benzene as a white solid. Conditions: time 30 minute. Starting materials: CN1CCCNCC1, Cc1ccccc1, Cc1cc(Cl)cc2nc(S)oc12. Product: Cc1cc(Cl)cc2nc(N3CCCN(C)CC3)oc12. RXN SMILES: [CH3:13][N:14]1[CH2:15][CH2:16][NH:17][CH2:18][CH2:19][CH2:20]1.[CH3:21][c:22]1[cH:23][cH:24][cH:25][cH:26][cH:27]1.[Cl:1][c:2]1[cH:3][c:4]([CH3:12])[c:5]2[c:6]([n:7][c:8]([SH:10])[o:9]2)[cH:11]1>>[Cl:1][c:2]1[cH:3][c:4]([CH3:12])[c:5]2[c:6]([n:7][c:8]([N:17]3[CH2:16][CH2:15][N:14]([CH3:13])[CH2:20][CH2:19][CH2:18]3)[o:9]2)[cH:11]1.